From a dataset of the Open Reaction Database (ORD), a public repository of structured organic reaction records. describe an organic reaction: reactants, conditions, products, and yield The reactants are Cn1cc(C2=C(c3cccc(N)c3)C(=O)NC2=O)c2ccccc21, CO, O=C1CCOCC1. Product: Cn1cc(C2=C(c3cccc(NC4CCOCC4)c3)C(=O)NC2=O)c2ccccc21. As a reaction SMILES: [CH3:1][n:2]1[cH:3][c:4]([C:11]2=[C:15]([c:16]3[cH:17][c:18]([NH2:22])[cH:19][cH:20][cH:21]3)[C:14](=[O:23])[NH:13][C:12]2=[O:24])[c:5]2[cH:6][cH:7][cH:8][cH:9][c:10]12.[CH3:32][OH:33].[O:25]1[CH2:26][CH2:27][C:28](=[O:31])[CH2:29][CH2:30]1>>[CH3:1][n:2]1[cH:3][c:4]([C:11]2=[C:15]([c:16]3[cH:17][c:18]([NH:22][CH:28]4[CH2:27][CH2:26][O:25][CH2:30][CH2:29]4)[cH:19][cH:20][cH:21]3)[C:14](=[O:23])[NH:13][C:12]2=[O:24])[c:5]2[cH:6][cH:7][cH:8][cH:9][c:10]12.